This data is from the Open Reaction Database (ORD), a public repository of structured organic reaction records. The task is: describe an organic reaction: reactants, conditions, products, and yield Starting materials: [Cl-].[NH4+] (ammonium chloride), C(C)OC(=O)N1C(CC(C2=CC(=C(C=C12)OC)OC)=O)C (6,7-dimethoxy-2-methyl-4-oxo-3,4-dihydro-2H-quinoline-1-carboxylic acid ethyl ester), [C-]#N.[Na+] (sodium cyanide), O (Water). The solvent is CS(=O)C (dimethylsulfoxide). Product: C(C)OC(=O)N1C(CC(C2=CC(=C(C=C12)O)OC)=O)C (7-Hydroxy-6-methoxy-2-methyl-4-oxo-3,4-dihydro-2H-quinoline-1-carboxylic Acid Ethyl Ester). Yield: 53.6%. RXN SMILES: [CH2:1]([O:3][C:4]([N:6]1[C:15]2[C:10](=[CH:11][C:12]([O:18][CH3:19])=[C:13]([O:16]C)[CH:14]=2)[C:9](=[O:20])[CH2:8][CH:7]1[CH3:21])=[O:5])[CH3:2].[C-]#N.[Na+].O.[Cl-].[NH4+]>CS(C)=O>[CH2:1]([O:3][C:4]([N:6]1[C:15]2[C:10](=[CH:11][C:12]([O:18][CH3:19])=[C:13]([OH:16])[CH:14]=2)[C:9](=[O:20])[CH2:8][CH:7]1[CH3:21])=[O:5])[CH3:2] |f:1.2,4.5|. Procedure details: A solution of 6,7-dimethoxy-2-methyl-4-oxo-3,4-dihydro-2H-quinoline-1-carboxylic acid ethyl ester (10.0 g, 34.1 mmol) and sodium cyanide (8.35 g, 170 mmol) in dimethylsulfoxide (35 mL) was heated at 130° C. for 16 h. Water (100 mL) was added, the mixture was saturated with ammonium chloride, and then extracted with ethyl acetate (4×100 mL). The combined organic extracts were washed with saturated sodium bicarbonate solution (50 mL), brine (25 mL), dried over sodium sulfate, filtered and concentr...